This data is from the Open Reaction Database (ORD), a public repository of structured organic reaction records. The task is: describe an organic reaction: reactants, conditions, products, and yield Starting materials: Cl.C(=O)NNC=1SC2=C(N1)CCCC2 (1-formyl-2-(4,5,6,7-tetrahydro-benzothiazolyl)-hydrazine hydrochloride). Solvent: C(C)O (ethanol), Cl (hydrochloric acid). The product is Cl.N(N)C=1SC2=C(N1)CCCC2 (2-hydrazino-4,5,6,7-tetrahydro-benzothiazole hydrochloride). Yield: 117.3%. As a reaction SMILES: [ClH:1].C([NH:4][NH:5][C:6]1[S:7][C:8]2[CH2:14][CH2:13][CH2:12][CH2:11][C:9]=2[N:10]=1)=O>C(O)C.Cl>[ClH:1].[NH:5]([C:6]1[S:7][C:8]2[CH2:14][CH2:13][CH2:12][CH2:11][C:9]=2[N:10]=1)[NH2:4] |f:0.1,4.5|. Reported procedure: A solution of 40.2 g of 1-formyl-2-(4,5,6,7-tetrahydro-benzothiazolyl)-hydrazine hydrochloride in 400 ml of ethanol and 100 ml of concentrated hydrochloric acid is boiled under reflux for 4 hours. Concentration of the mixture and drying of the residue gives 41.5 g of 2-hydrazino-4,5,6,7-tetrahydro-benzothiazole hydrochloride of melting point 177°-179° C. as a hygroscopic substance of sufficient purity for further reactions.